This data is from the Open Reaction Database (ORD), a public repository of structured organic reaction records. The task is: describe an organic reaction: reactants, conditions, products, and yield Starting materials: ClC=1C=C(C=CC1Cl)[C@H]1CN(C[C@@H]1NC)C(=O)C1CCN(CC1)C(=O)C1(CC1)C (rac-{4-[(3S,4R)-3-(3,4-dichloro-phenyl)-4-methylamino-pyrrolidine-1-carbonyl]-piperidin-1-yl}-(1-methyl-cyclopropyl)-methanone), ClC(=O)OC1=CC=CC=C1 (phenyl chloroformate). Yields the product C1(=CC=CC=C1)OC(N(C)[C@H]1CN(C[C@@H]1C1=CC(=C(C=C1)Cl)Cl)C(=O)C1CCN(CC1)C(=O)C1(CC1)C)=O (rac-{(3R,4S)-4-(3,4-dichloro-phenyl)-1-[1-(1-methyl-cyclopropanecarbonyl)-piperidine-4-carbonyl]-pyrrolidin-3-yl}-methyl-carbamic acid phenyl ester). As a reaction SMILES: [Cl:1][C:2]1[CH:3]=[C:4]([C@@H:9]2[C@@H:13]([NH:14][CH3:15])[CH2:12][N:11]([C:16]([CH:18]3[CH2:23][CH2:22][N:21]([C:24]([C:26]4([CH3:29])[CH2:28][CH2:27]4)=[O:25])[CH2:20][CH2:19]3)=[O:17])[CH2:10]2)[CH:5]=[CH:6][C:7]=1[Cl:8].Cl[C:31]([O:33][C:34]1[CH:39]=[CH:38][CH:37]=[CH:36][CH:35]=1)=[O:32]>>[C:34]1([O:33][C:31](=[O:32])[N:14]([C@@H:13]2[C@@H:9]([C:4]3[CH:5]=[CH:6][C:7]([Cl:8])=[C:2]([Cl:1])[CH:3]=3)[CH2:10][N:11]([C:16]([CH:18]3[CH2:19][CH2:20][N:21]([C:24]([C:26]4([CH3:29])[CH2:28][CH2:27]4)=[O:25])[CH2:22][CH2:23]3)=[O:17])[CH2:12]2)[CH3:15])[CH:39]=[CH:38][CH:37]=[CH:36][CH:35]=1. Procedure details: In analogy to the procedure described for the synthesis of example 2 (step b), the title compound rac-{(3R,4S)-4-(3,4-dichloro-phenyl)-1-[1-(1-methyl-cyclopropanecarbonyl)-piperidine-4-carbonyl]-pyrrolidin-3-yl}-methyl-carbamic acid phenyl ester was prepared from rac-{4-[(3S,4R)-3-(3,4-dichloro-phenyl)-4-methylamino-pyrrolidine-1-carbonyl]-piperidin-1-yl}-(1-methyl-cyclopropyl)-methanone using phenyl chloroformate instead of 4-fluorophenyl chloroformate and was obtained as a light brown foam. MS... Reported procedure: A solution of 2,6,7-trichloro-3-pyridin-2-yl-quinoxaline (0.50 g) and 6-dimethylamino-hexylamine (0.46 g) in toluene (25 mL) was refluxed under nitrogen atmosphere for 16 hours. After refluxing, the reaction mixture was cooled, filtered, and concentrated under vacuum. The residue was purified by flash chromatography (silica gel, 1:9 methanol/dichloromethane) to give a yellow solid. Recrystallization from methanol and water gave the product as a fluffy yellow powder (0.41 g); mp 88-90° C. Starting materials: ClC1=NC2=CC(=C(C=C2N=C1C1=NC=CC=C1)Cl)Cl (2,6,7-trichloro-3-pyridin-2-yl-quinoxaline), CN(CCCCCCN)C (6-dimethylamino-hexylamine). Isolated yield 60.9%. The product is ClC=1C=C2N=C(C(=NC2=CC1Cl)NCCCCCCN(C)C)C1=NC=CC=C1 (N′-(6,7-Dichloro-3-pyridin-2-yl-quinoxalin-2-yl)-N,N-dimethyl-hexane-1,6-diamine). Solvent: C1(=CC=CC=C1)C (toluene). As a reaction SMILES: Cl[C:2]1[C:11]([C:12]2[CH:17]=[CH:16][CH:15]=[CH:14][N:13]=2)=[N:10][C:9]2[C:4](=[CH:5][C:6]([Cl:19])=[C:7]([Cl:18])[CH:8]=2)[N:3]=1.[CH3:20][N:21]([CH3:29])[CH2:22][CH2:23][CH2:24][CH2:25][CH2:26][CH2:27][NH2:28]>C1(C)C=CC=CC=1>[Cl:18][C:7]1[CH:8]=[C:9]2[C:4](=[CH:5][C:6]=1[Cl:19])[N:3]=[C:2]([NH:28][CH2:27][CH2:26][CH2:25][CH2:24][CH2:23][CH2:22][N:21]([CH3:29])[CH3:20])[C:11]([C:12]1[CH:17]=[CH:16][CH:15]=[CH:14][N:13]=1)=[N:10]2.